Dataset: the Open Reaction Database (ORD), a public repository of structured organic reaction records. Task: describe an organic reaction: reactants, conditions, products, and yield Starting materials: N#N (N2), O(CC[*:2])[*:1] (polyoxyethylene), CCCCCCCC/C=C\CCCCCCCCOCCO (polyoxyethylene (6) oleyl ether), N#N (N2), [OH-].[Na+] (sodium hydroxide), CC(=CC(=O)N)C (dimethylacrylamide), C(C=C)(=O)NC(CS(=O)(=O)O)(C)C (2-acrylamido-2-methylpropanesulfonic acid), C(C=CC(=O)N)C=CC(=O)N (methylenebisacrylamide), S(=O)(=O)([O-])OOS(=O)(=O)[O-].[NH4+].[NH4+] (ammonium persulfate). The solvent is CC(=O)C (acetone), CCCCCC (n-hexane), O (water). The product is CN(C(C=C)=O)C.[Na+].C(C=C)(=O)NC(CS(=O)(=O)[O-])(C)C (N,N-Dimethylacrylamide 2-Acrylamido-2-Methylpropane Sulfonic Acid Sodium Salt). As a reaction SMILES: [CH3:1]C(C)=CC(N)=O.[C:8]([NH:12][C:13]([CH3:20])([CH3:19])[CH2:14][S:15]([OH:18])(=[O:17])=[O:16])(=[O:11])[CH:9]=[CH2:10].C(C=CC(N)=O)C=CC(N)=O.[OH-].[Na+:33].CCCCCCCC/C=C\CCCCCCCCOCCO.N#N.S(OOS([O-])(=O)=O)([O-])(=O)=O.[NH4+].[NH4+]>O.CC(C)=O.CCCCCC>[CH3:1][N:12]([CH3:13])[C:8](=[O:11])[CH:9]=[CH2:10].[Na+:33].[C:8]([NH:12][C:13]([CH3:20])([CH3:19])[CH2:14][S:15]([O-:18])(=[O:16])=[O:17])(=[O:11])[CH:9]=[CH2:10] |f:3.4,7.8.9,13.14.15|. Reported procedure: Firstly, 35 g of dimethylacrylamide (manufactured by Kojin Co., Ltd.), 17.5 g of 2-acrylamido-2-methylpropanesulfonic acid (manufactured by Sigma), and 7 mg of methylenebisacrylamide were dissolved in ion-exchanged water, and the pH value of the resulting solution was adjusted at 7.0 by the addition of sodium hydroxide. Thereafter, 260 g of n-hexane, 8.7 g of polyoxyethylene (3) oleyl ether (EMULEX 503, manufactured by Nihon Emulsion Co., Ltd.), and 17.6 g of polyoxyethylene (6) oleyl ether (EMU... Reactants: COC(C(=O)O)C1=CC=C(C=C1)OC1=CC=CC=C1 ((RS)-Methoxy-(4-phenoxy-phenyl)-acetic acid), NCC1=CC=C(C#N)C=C1 (4-aminomethyl benzonitrile). Yields the product C(#N)C1=CC=C(CNC(C(C2=CC=C(C=C2)OC2=CC=CC=C2)OC)=O)C=C1 ((RS)-N-(4-cyano-benzyl)-2-methoxy-2-(4-phenoxy-phenyl)-acetamide). Reaction SMILES: [CH3:1][O:2][CH:3]([C:7]1[CH:12]=[CH:11][C:10]([O:13][C:14]2[CH:19]=[CH:18][CH:17]=[CH:16][CH:15]=2)=[CH:9][CH:8]=1)[C:4]([OH:6])=O.[NH2:20][CH2:21][C:22]1[CH:29]=[CH:28][C:25]([C:26]#[N:27])=[CH:24][CH:23]=1>>[C:21]([C:22]1[CH:29]=[CH:28][C:25]([CH2:26][NH:27][C:4](=[O:6])[CH:3]([O:2][CH3:1])[C:7]2[CH:12]=[CH:11][C:10]([O:13][C:14]3[CH:19]=[CH:18][CH:17]=[CH:16][CH:15]=3)=[CH:9][CH:8]=2)=[CH:24][CH:23]=1)#[N:20]. Procedure: (RS)-Methoxy-(4-phenoxy-phenyl)-acetic acid was coupled with 4-aminomethyl benzonitrile according to general procedure B to give (RS)-N-(4-cyano-benzyl)-2-methoxy-2-(4-phenoxy-phenyl)-acetamide. Colorless solid. MS 373.3 ([M+H]+) As a reaction SMILES: [CH3:1][O:2][C:3]1[CH:8]=[C:7](F)[C:6]([CH3:10])=[CH:5][C:4]=1[N+:11]([O-:13])=[O:12].[N:14]1([C:21]([O:23][C:24]([CH3:27])([CH3:26])[CH3:25])=[O:22])[CH2:20][CH2:19][CH2:18][NH:17][CH2:16][CH2:15]1.C([O-])([O-])=O.[K+].[K+].O>CS(C)=O>[CH3:10][C:6]1[CH:5]=[C:4]([N+:11]([O-:13])=[O:12])[C:3]([O:2][CH3:1])=[CH:8][C:7]=1[N:17]1[CH2:18][CH2:19][CH2:20][N:14]([C:21]([O:23][C:24]([CH3:27])([CH3:26])[CH3:25])=[O:22])[CH2:15][CH2:16]1 |f:2.3.4|. Reaction conditions: temperature 130 celsius. Reactants: O (H2O), COC1=C(C=C(C(=C1)F)C)[N+](=O)[O-] (5-fluoro-4-methyl-2-nitrophenyl methyl ether), C(=O)([O-])[O-].[K+].[K+] (K2CO3), N1(CCNCCC1)C(=O)OC(C)(C)C (1,1-dimethylethyl hexahydro-1H-1,4-diazepine-1-carboxylate). Procedure details: To 1-fluoro-2-methyl-5-(methyloxy)-4-nitrobenzene (1.6 g, 8.64 mmol) (Example 113, Step B) in 25 mL of DMSO was added, 1,1-dimethylethyl hexahydro-1H-1,4-diazepine-1-carboxylate (2.6 g, 13 mmol), and K2CO3 (3.6 g, 26 mmol). The mixture was heated to 130° C. for 24 h. The mixture was then poured into 400 mL of H2O and extracted with EtOAc. The product was isolated by flash chromatography to give the title compound of step A (0.7 g, 1.96 mmol, 22%). 1H NMR (400 MHz, DMSO-d6) δ 7.73 (s, 1H), 6.66 (... Yield: 22.7%. The solvent is CS(=O)C (DMSO). The product is CC1=C(C=C(C(=C1)[N+](=O)[O-])OC)N1CCN(CCC1)C(=O)OC(C)(C)C (1,1-dimethylethyl 4-[2-methyl-5-(methyloxy)-4-nitrophenyl]hexahydro-1H-1,4-diazepine-1-carboxylate). Starting materials: [OH-].[Na+] (sodium hydroxide), COC(CC1=CC=C(C=C1)C1=C(C=C(C=C1)C(CC)(C1=CC(=C(C=C1)CCC(C(C)(C)C)O)C)CC)C)=O ((4′-{1-ethyl-1-[4-(3-hydroxy-4,4-dimethyl-pentyl)-3-methyl-phenyl]-propyl}-2′-methyl-biphenyl-4-yl)acetic acid methyl ester), Cl (hydrochloric acid). Solvent: CO (methanol). Reaction conditions: time 3 hour. Yields the product C(C)C(CC)(C1=CC(=C(C=C1)CCC(C(C)(C)C)O)C)C1=CC(=C(C=C1)C1=CC=C(C=C1)CC(=O)O)C ((4′-{1-ethyl-1-[4-(3-hydroxy-4,4-dimethyl-pentyl)-3-methyl-phenyl]-propyl}-2′-methyl-biphenyl-4-yl)-acetic Acid). The yield is 91.4%. As a reaction SMILES: [OH-].[Na+].C[O:4][C:5](=[O:40])[CH2:6][C:7]1[CH:12]=[CH:11][C:10]([C:13]2[CH:18]=[CH:17][C:16]([C:19]([CH2:37][CH3:38])([C:22]3[CH:27]=[CH:26][C:25]([CH2:28][CH2:29][CH:30]([OH:35])[C:31]([CH3:34])([CH3:33])[CH3:32])=[C:24]([CH3:36])[CH:23]=3)[CH2:20][CH3:21])=[CH:15][C:14]=2[CH3:39])=[CH:9][CH:8]=1.Cl>CO>[CH2:20]([C:19]([C:16]1[CH:17]=[CH:18][C:13]([C:10]2[CH:11]=[CH:12][C:7]([CH2:6][C:5]([OH:40])=[O:4])=[CH:8][CH:9]=2)=[C:14]([CH3:39])[CH:15]=1)([C:22]1[CH:27]=[CH:26][C:25]([CH2:28][CH2:29][CH:30]([OH:35])[C:31]([CH3:33])([CH3:34])[CH3:32])=[C:24]([CH3:36])[CH:23]=1)[CH2:37][CH3:38])[CH3:21] |f:0.1|. Reported procedure: A 2 N sodium hydroxide aqueous solution (0.09 mL) was added to a solution of (4′-{1-ethyl-1-[4-(3-hydroxy-4,4-dimethyl-pentyl)-3-methyl-phenyl]-propyl}-2′-methyl-biphenyl-4-yl)acetic acid methyl ester (Example 65-(2); 21.5 mg, 0.0437 mmol) in methanol (0.6 mL) at room temperature, and the mixture was stirred at room temperature for three hours. The mixture was acidified with dilute hydrochloric acid aqueous solution, followed by extraction with ethyl acetate. The extract was dried over anhydrous... Reactants: CCOC(=O)CBr, O=C([O-])[O-], [Cs+], [Cs+], C1CCOC1, Oc1ccc(S)cc1. The product is CCOC(=O)CSc1ccc(O)cc1. As a reaction SMILES: [Br:15][CH2:16][C:17](=[O:18])[O:19][CH2:20][CH3:21].[C:9](=[O:10])([O-:11])[O-:12].[Cs+:13].[Cs+:14].[O:22]1[CH2:23][CH2:24][CH2:25][CH2:26]1.[SH:1][c:2]1[cH:3][cH:4][c:5]([OH:8])[cH:6][cH:7]1>>[S:1]([c:2]1[cH:3][cH:4][c:5]([OH:8])[cH:6][cH:7]1)[CH2:16][C:17](=[O:18])[O:19][CH2:20][CH3:21]. Reactants: C(C)(C)(C)OC(N[C@H](C)C1=NC2=CC(=CC=C2C=C1)Br)=O ([(R)-1-(7-bromo-quinolin-2-yl)-ethyl]-carbamic acid tert-butyl ester), COC(=O)C1(OCCCC1)C=C (2-vinyl-tetrahydro-pyran-2-carboxylic acid methyl ester), C1(=C(C=CC=C1)P(C1=C(C=CC=C1)C)C1=C(C=CC=C1)C)C (tri(o-tolyl)phosphine), C1(CCCCC1)CNCC1CCCCC1 (N,N-dicyclohexylmethylamine). The reagents and catalysts are C=1C=CC(=CC1)/C=C/C(=O)/C=C/C2=CC=CC=C2.C=1C=CC(=CC1)/C=C/C(=O)/C=C/C2=CC=CC=C2.C=1C=CC(=CC1)/C=C/C(=O)/C=C/C2=CC=CC=C2.[Pd].[Pd] (tris(dibenzylideneacetone)dipalladium(0)). The solvent is C(C)#N (acetonitrile). Yields the product COC(=O)C1(OCCCC1)\C=C\C1=CC=C2C=CC(=NC2=C1)[C@@H](C)NC(=O)OC(C)(C)C (2-{(E)-2-[2-((R)-1-tert-butoxycarbonylamino-ethyl)-quinolin-7-yl]-vinyl}-tetrahydro-pyran-2-carboxylic acid methyl ester). The yield is 32.8%. As a reaction SMILES: [C:1]([O:5][C:6](=[O:21])[NH:7][C@@H:8]([C:10]1[CH:19]=[CH:18][C:17]2[C:12](=[CH:13][C:14](Br)=[CH:15][CH:16]=2)[N:11]=1)[CH3:9])([CH3:4])([CH3:3])[CH3:2].[CH3:22][O:23][C:24]([C:26]1([CH:32]=[CH2:33])[CH2:31][CH2:30][CH2:29][CH2:28][O:27]1)=[O:25].C1(C)C=CC=CC=1P(C1C=CC=CC=1C)C1C=CC=CC=1C.C1(CNCC2CCCCC2)CCCCC1>C(#N)C.C1C=CC(/C=C/C(/C=C/C2C=CC=CC=2)=O)=CC=1.C1C=CC(/C=C/C(/C=C/C2C=CC=CC=2)=O)=CC=1.C1C=CC(/C=C/C(/C=C/C2C=CC=CC=2)=O)=CC=1.[Pd].[Pd]>[CH3:22][O:23][C:24]([C:26]1(/[CH:32]=[CH:33]/[C:14]2[CH:13]=[C:12]3[C:17]([CH:18]=[CH:19][C:10]([C@H:8]([NH:7][C:6]([O:5][C:1]([CH3:4])([CH3:3])[CH3:2])=[O:21])[CH3:9])=[N:11]3)=[CH:16][CH:15]=2)[CH2:31][CH2:30][CH2:29][CH2:28][O:27]1)=[O:25] |f:5.6.7.8.9|. Procedure: A solution of [(R)-1-(7-bromo-quinolin-2-yl)-ethyl]-carbamic acid tert-butyl ester (320 mg, 0.9 mmol), 2-vinyl-tetrahydro-pyran-2-carboxylic acid methyl ester (330 mg, 0.9 mmol), tris(dibenzylideneacetone)dipalladium(0) (82 mg, 0.09 mmol), tri(o-tolyl)phosphine (54 mg, 0.18 mmol) and N,N-dicyclohexylmethylamine (526 mg, 0.58 mL, 2.7 mmol) in acetonitrile (4 mL) was heated at 120° C. in a microwave reactor for 30 minutes. The reaction mixture was filtered and the solvent was evaporated. The resid... The reactants are O=C(NS(=O)(=O)c1ccc([N+](=O)[O-])cc1)c1cc(Br)c(OCc2cccc(Br)c2)c(Br)c1, CCO, [Na+], [Na+], O=S([O-])S(=O)[O-]. Product: Nc1ccc(S(=O)(=O)NC(=O)c2cc(Br)c(OCc3cccc(Br)c3)c(Br)c2)cc1. Reaction SMILES: [Br:1][c:2]1[cH:3][c:4]([C:5](=[O:6])[NH:7][S:8](=[O:9])(=[O:10])[c:11]2[cH:12][cH:13][c:14]([N+:17]([O-:18])=[O:19])[cH:15][cH:16]2)[cH:20][c:21]([Br:32])[c:22]1[O:23][CH2:24][c:25]1[cH:26][c:27]([Br:31])[cH:28][cH:29][cH:30]1.[CH3:41][CH2:42][OH:43].[Na+:39].[Na+:40].[S:33]([S:34]([O-:35])=[O:36])([O-:37])=[O:38]>>[Br:1][c:2]1[cH:3][c:4]([C:5](=[O:6])[NH:7][S:8](=[O:9])(=[O:10])[c:11]2[cH:12][cH:13][c:14]([NH2:17])[cH:15][cH:16]2)[cH:20][c:21]([Br:32])[c:22]1[O:23][CH2:24][c:25]1[cH:26][c:27]([Br:31])[cH:28][cH:29][cH:30]1. Starting materials: 57.2, BrC1=CC=C(O1)C(=O)O (5-bromo-2-furoic acid), C(CCCCCCCCCCCCC)O (tetradecanol), [H-].[Na+] (sodium hydride), CC=1C=CC(=CC1)C (p-xylene). The solvent is C(C)(=O)O (acetic acid), O (water). The product is C(CCCCCCCCCCCCC)OC1=CC=C(O1)C(=O)O (5-tetradecyloxy-2-furoic acid). Reaction SMILES: Br[C:2]1[O:6][C:5]([C:7]([OH:9])=[O:8])=[CH:4][CH:3]=1.[CH2:10]([OH:24])[CH2:11][CH2:12][CH2:13][CH2:14][CH2:15][CH2:16][CH2:17][CH2:18][CH2:19][CH2:20][CH2:21][CH2:22][CH3:23].[H-].[Na+].CC1C=CC(C)=CC=1>O.C(O)(=O)C>[CH2:10]([O:24][C:2]1[O:6][C:5]([C:7]([OH:9])=[O:8])=[CH:4][CH:3]=1)[CH2:11][CH2:12][CH2:13][CH2:14][CH2:15][CH2:16][CH2:17][CH2:18][CH2:19][CH2:20][CH2:21][CH2:22][CH3:23] |f:2.3|. Procedure: A mixture of 57.2 (0.300 mole) of 5-bromo-2-furoic acid, 102.0 g (0.45 mole) of tetradecanol, 18.0 g (0.750 mole) of sodium hydride and 2 liters of p-xylene are heated to reflux for 48 hours. The mixture is allowed to cool, then is acidified with acetic acid and diluted with 2 liters of water. The organic layer is separated, dried, evaporated to dryness, and the residue recrystallized from hexane to give 5-tetradecyloxy-2-furoic acid. Starting materials: N1=CC=CC=C1 (pyridine), CS(=O)(=O)Cl (methanesulfonyl chloride), NC1=C(C=CC=C1)C1CCN(CC1)C(=O)OC(C)(C)C (tert-butyl 4-(2-aminophenyl)piperidinecarboxylate). Solvent: ClCCCl (1,2-dichloroethane). Run at temperature 25 celsius. The product is CS(=O)(=O)NC1=C(C=CC=C1)C1CCN(CC1)C(=O)OC(C)(C)C (tert-Butyl 4-{2-[(methylsulfonyl)amino]phenyl}piperidine-carboxylate). The yield is 82.3%. RXN SMILES: [NH2:1][C:2]1[CH:7]=[CH:6][CH:5]=[CH:4][C:3]=1[CH:8]1[CH2:13][CH2:12][N:11]([C:14]([O:16][C:17]([CH3:20])([CH3:19])[CH3:18])=[O:15])[CH2:10][CH2:9]1.N1C=CC=CC=1.[CH3:27][S:28](Cl)(=[O:30])=[O:29]>ClCCCl>[CH3:27][S:28]([NH:1][C:2]1[CH:7]=[CH:6][CH:5]=[CH:4][C:3]=1[CH:8]1[CH2:9][CH2:10][N:11]([C:14]([O:16][C:17]([CH3:20])([CH3:19])[CH3:18])=[O:15])[CH2:12][CH2:13]1)(=[O:30])=[O:29]. Procedure details: To a 100 mL round-bottomed flask was added tert-butyl 4-(2-aminophenyl)piperidinecarboxylate (Preparation B) (1.93 g, 7.2 mmol) and 1,2-dichloroethane (50 mL). The solution was magnetically stirred under a N2 atmosphere, treated with pyridine (2.9 mL, 36 mmol) and methanesulfonyl chloride (Aldrich) (1.1 mL, 1.7 g, 14 mmol). The vessel was immersed in a 50° C. oil bath for 6 h then cooled to 25° C. The solvent was removed in vacuo, and the residue was partitioned between EtOAc (200 mL) and 1 N HC... Starting materials: C#CCCl, CCOC(C)=O, Cc1ccccc1, CN(C)C=O, CCOC(=O)C(=NO)c1csc(N)n1, [Na]. Product: CCOC(=O)C(=O)c1csc(N)n1. As a reaction SMILES: [CH2:2]([Cl:3])[C:4]#[CH:5].[CH3:20][CH2:21][O:22][C:23](=[O:24])[CH3:25].[CH3:26][c:27]1[cH:28][cH:29][cH:30][cH:31][cH:32]1.[CH3:33][N:34]([CH3:35])[CH:36]=[O:37].[NH2:6][c:7]1[s:8][cH:9][c:10]([C:12]([C:13](=[O:14])[O:15][CH2:16][CH3:17])=[N:18][OH:19])[n:11]1.[Na:1]>>[NH2:6][c:7]1[s:8][cH:9][c:10]([C:12]([C:13](=[O:14])[O:15][CH2:16][CH3:17])=[O:22])[n:11]1.